This data is from the Open Reaction Database (ORD), a public repository of structured organic reaction records. The task is: describe an organic reaction: reactants, conditions, products, and yield Starting materials: CN(/C=C/C(=O)C1=NN(C=CC1=O)C1=CC(=CC=C1)OC(F)(F)F)C (3-((E)-3-Dimethylamino-acryloyl)-1-(3-trifluoromethoxy-phenyl)-1H-pyridazin-4-one), N(N)C=1C=C(C=CC1)NC(C)=O (N-(3-hydrazino-phenyl)-acetamide). Product: O=C1C(=NN(C=C1)C1=CC(=CC=C1)OC(F)(F)F)C1=CC=NN1C=1C=C(C=CC1)NC(C)=O (N-(3-{5-[4-Oxo-1-(3-trifluoromethoxy-phenyl)-1,4-dihydro-pyridazin-3-yl]-pyrazol-1-yl}-phenyl)-acetamide). RXN SMILES: C[N:2](C)/[CH:3]=[CH:4]/[C:5]([C:7]1[C:12](=[O:13])[CH:11]=[CH:10][N:9]([C:14]2[CH:19]=[CH:18][CH:17]=[C:16]([O:20][C:21]([F:24])([F:23])[F:22])[CH:15]=2)[N:8]=1)=O.[NH:26]([C:28]1[CH:29]=[C:30]([NH:34][C:35](=[O:37])[CH3:36])[CH:31]=[CH:32][CH:33]=1)N>>[O:13]=[C:12]1[CH:11]=[CH:10][N:9]([C:14]2[CH:19]=[CH:18][CH:17]=[C:16]([O:20][C:21]([F:24])([F:23])[F:22])[CH:15]=2)[N:8]=[C:7]1[C:5]1[N:26]([C:28]2[CH:29]=[C:30]([NH:34][C:35](=[O:37])[CH3:36])[CH:31]=[CH:32][CH:33]=2)[N:2]=[CH:3][CH:4]=1. Reported procedure: The product was obtained starting from 3-((E)-3-Dimethylamino-acryloyl)-1-(3-trifluoromethoxy-phenyl)-1H-pyridazin-4-one (A-6) and N-(3-hydrazino-phenyl)-acetamide according to the method described for example 91. MS: M=456.2 (M+H)+ Starting materials: COC1=CC=C2CCC(C(C2=C1)(C)C)=O (7-Methoxy-1,1-dimethyl-3,4-dihydro-1H-naphthalen-2-one), COC1=CC=C2CCC(C(C2=C1)(C)C)=O (7-Methoxy-1,1-dimethyl-3,4-dihydro-1H-naphthalen-2-one), IC1=C(C=NC=C1)OCOC (4-iodo-3-methoxymethoxy-pyridine), CC(C)([O-])C.[Na+] (sodium t-butoxide), COC=1C=CC=C(C1C=2C=CC=CC2P(C3CCCCC3)C4CCCCC4)OC (S-Phos). The reagents and catalysts are C=1C=CC(=CC1)/C=C/C(=O)/C=C/C2=CC=CC=C2.C=1C=CC(=CC1)/C=C/C(=O)/C=C/C2=CC=CC=C2.C=1C=CC(=CC1)/C=C/C(=O)/C=C/C2=CC=CC=C2.[Pd].[Pd] (Pd2dba3). Solvent: C1(=CC=CC=C1)C (toluene), C(C)(=O)OCC (ethyl acetate). Run at temperature 70 celsius. Product: COC1=CC=C2CC(C(C(C2=C1)(C)C)=O)C1=C(C=NC=C1)OCOC (7-Methoxy-3-(3-methoxymethoxy-pyridin-4-yl)-1,1-dimethyl-3,4-dihydro-1H-naphthalen-2-one). The yield is 47.4%. Reaction SMILES: [CH3:1][O:2][C:3]1[CH:12]=[C:11]2[C:6]([CH2:7][CH2:8][C:9](=[O:15])[C:10]2([CH3:14])[CH3:13])=[CH:5][CH:4]=1.I[C:17]1[CH:22]=[CH:21][N:20]=[CH:19][C:18]=1[O:23][CH2:24][O:25][CH3:26].CC(C)([O-])C.[Na+].COC1C=CC=C(OC)C=1C1C=CC=CC=1P(C1CCCCC1)C1CCCCC1>C(OCC)(=O)C.C1C=CC(/C=C/C(/C=C/C2C=CC=CC=2)=O)=CC=1.C1C=CC(/C=C/C(/C=C/C2C=CC=CC=2)=O)=CC=1.C1C=CC(/C=C/C(/C=C/C2C=CC=CC=2)=O)=CC=1.[Pd].[Pd].C1(C)C=CC=CC=1>[CH3:1][O:2][C:3]1[CH:12]=[C:11]2[C:6]([CH2:7][CH:8]([C:17]3[CH:22]=[CH:21][N:20]=[CH:19][C:18]=3[O:23][CH2:24][O:25][CH3:26])[C:9](=[O:15])[C:10]2([CH3:13])[CH3:14])=[CH:5][CH:4]=1 |f:2.3,6.7.8.9.10|. Procedure details: To 7-methoxy-1,1-dimethyl-3,4-dihydro-1H-naphthalen-2-one (Compound A2, 924 mg), 4-iodo-3-methoxymethoxy-pyridine (1 g), sodium t-butoxide (906 mg), Pd2dba3 (173 mg) and S-Phos (185 mg), toluene (19 ml) was added, and the mixture was stirred and heated at 70° C. for 2 hrs under nitrogen atmosphere. The reaction mixture was diluted with ethyl acetate and filtered through Celite. The organic layer was washed with saturated aqueous solution of sodium bicarbonate and saturated brine, and then concen... The reactants are C(C1=CC=CC=C1)OC(=O)NC(C(=O)OC)CC=1C(=C2C=NNC2=C(C1)Cl)CNCC1=CC=C(C=C1)OC (Methyl 2-{[(benzyloxy)carbonyl]amino}-3-(7-chloro-4-{[(4-methoxybenzyl)amino]methyl}-1H-indazol-5-yl)propanoate), C([O-])(O)=O.[Na+] (sodium bicarbonate). Solvent: C1(=CC=CC=C1)C (toluene). Yields the product ClC1=CC2=C(C=3C=NNC13)CN(C(C(C2)NC(OCC2=CC=CC=C2)=O)=O)CC2=CC=C(C=C2)OC (Benzyl [4-chloro-9-(4-methoxybenzyl)-8-oxo-3,6,7,8,9,10-hexahydroazepino[3,4-e]indazol-7-yl]carbamate). As a reaction SMILES: [CH2:1]([O:8][C:9]([NH:11][CH:12]([CH2:17][C:18]1[C:19]([CH2:28][NH:29][CH2:30][C:31]2[CH:36]=[CH:35][C:34]([O:37][CH3:38])=[CH:33][CH:32]=2)=[C:20]2[C:24](=[C:25]([Cl:27])[CH:26]=1)[NH:23][N:22]=[CH:21]2)[C:13]([O:15]C)=O)=[O:10])[C:2]1[CH:7]=[CH:6][CH:5]=[CH:4][CH:3]=1.C(=O)(O)[O-].[Na+]>C1(C)C=CC=CC=1>[Cl:27][C:25]1[C:24]2[NH:23][N:22]=[CH:21][C:20]=2[C:19]2[CH2:28][N:29]([CH2:30][C:31]3[CH:32]=[CH:33][C:34]([O:37][CH3:38])=[CH:35][CH:36]=3)[C:13](=[O:15])[CH:12]([NH:11][C:9](=[O:10])[O:8][CH2:1][C:2]3[CH:7]=[CH:6][CH:5]=[CH:4][CH:3]=3)[CH2:17][C:18]=2[CH:26]=1 |f:1.2|. Reported procedure: A solution of Methyl 2-{[(benzyloxy)carbonyl]amino}-3-(7-chloro-4-{[(4-methoxybenzyl)amino]methyl}-1H-indazol-5-yl)propanoate from Step A in toluene (100 mL) was heated at reflux for 3 hours and then cooled to room temperature. The reaction mix was poured into a saturated aqueous solution of sodium bicarbonate and the mixture was extracted with Ethyl acetate (2×200 mL). The combined organic extracts were washed once with brine (100 mL), dried over anhydrous sodium sulfate, filtered and concentra...